From a dataset of the Open Reaction Database (ORD), a public repository of structured organic reaction records. describe an organic reaction: reactants, conditions, products, and yield Starting materials: O=C([O-])[O-], CC(C)(C)OC(=O)N1CCc2ccc(O)cc2C1, CI, CN(C)C=O, [K+], [K+], O. Product: COc1ccc2c(c1)CN(C(=O)OC(C)(C)C)CC2. RXN SMILES: [C:19](=[O:20])([O-:21])[O-:22].[C:1]([CH3:2])([CH3:3])([CH3:4])[O:5][C:6](=[O:7])[N:8]1[CH2:9][c:10]2[cH:11][c:12]([OH:18])[cH:13][cH:14][c:15]2[CH2:16][CH2:17]1.[CH3:25][I:26].[CH3:28][N:29]([CH3:30])[CH:31]=[O:32].[K+:23].[K+:24].[OH2:27]>>[C:1]([CH3:2])([CH3:3])([CH3:4])[O:5][C:6](=[O:7])[N:8]1[CH2:9][c:10]2[cH:11][c:12]([O:18][CH3:19])[cH:13][cH:14][c:15]2[CH2:16][CH2:17]1. Reactants: COC1=C(C=C(C=C1)C=CC(=O)O)C(F)(F)F (3-[4-methoxy-3-(trifluoromethyl)phenyl]acrylic acid), C(C)O (ethanol). The reagents and catalysts are [Pd] (palladium on carbon). Run in O1CCCC1 (tetrahydrofuran). Conditions: time 8 hour. Product: COC1=C(C=C(C=C1)CCC(=O)O)C(F)(F)F (3-[4-methoxy-3-(trifluoromethyl)phenyl]propionic acid). Isolated yield 81.9%. Reaction SMILES: [CH3:1][O:2][C:3]1[CH:8]=[CH:7][C:6]([CH:9]=[CH:10][C:11]([OH:13])=[O:12])=[CH:5][C:4]=1[C:14]([F:17])([F:16])[F:15].C(O)C>[Pd].O1CCCC1>[CH3:1][O:2][C:3]1[CH:8]=[CH:7][C:6]([CH2:9][CH2:10][C:11]([OH:13])=[O:12])=[CH:5][C:4]=1[C:14]([F:15])([F:17])[F:16]. Procedure details: A mixture of 3-[4-methoxy-3-(trifluoromethyl)phenyl]acrylic acid (2.90 g, 11.8 mmol), 10% palladium on carbon (250 mg), ethanol (60 mL) and tetrahydrofuran (40 mL) was stirred under a hydrogen atmosphere (1 kg/cm2) at room temperature overnight. The reaction mixture was filtered, and the filtrate was concentrated under reduced pressure. The residue was purified by silica gel column chromatography (hexane/ethyl acetate=10/1-0/1) to give the title compound (2.40 g, yield 83%) as colorless crystals... The reactants are CC1=CC(=C(C=2NC3=CC=CC=C3C12)SC)CC(=O)OC(C)(C)C (tert-butyl (4-methyl-1-methylthiocarbazol-2-yl)acetate), C1(=CC=CC=C1)CCCBr (3-phenylpropyl bromide). Reported procedure: Following a procedure and using relative proportions of starting materials similar to those described in Example 4, but using tert-butyl (4-methyl-1-methylthiocarbazol-2-yl)acetate and 3-phenylpropyl bromide as starting materials, the title compound was obtained in a yield of 74% as an oil. As a reaction SMILES: [CH3:1][C:2]1[C:14]2[C:13]3[C:8](=[CH:9][CH:10]=[CH:11][CH:12]=3)[NH:7][C:6]=2[C:5]([S:15][CH3:16])=[C:4]([CH2:17][C:18]([O:20][C:21]([CH3:24])([CH3:23])[CH3:22])=[O:19])[CH:3]=1.[C:25]1([CH2:31][CH2:32][CH2:33]Br)[CH:30]=[CH:29][CH:28]=[CH:27][CH:26]=1>>[CH3:1][C:2]1[C:14]2[C:13]3[C:8](=[CH:9][CH:10]=[CH:11][CH:12]=3)[N:7]([CH2:33][CH2:32][CH2:31][C:25]3[CH:30]=[CH:29][CH:28]=[CH:27][CH:26]=3)[C:6]=2[C:5]([S:15][CH3:16])=[C:4]([CH2:17][C:18]([O:20][C:21]([CH3:24])([CH3:23])[CH3:22])=[O:19])[CH:3]=1. The yield is 74.0%. The product is CC1=CC(=C(C=2N(C3=CC=CC=C3C12)CCCC1=CC=CC=C1)SC)CC(=O)OC(C)(C)C (tert-Butyl [4-Methyl-1-methylthio-9-(3-phenylpropyl)carbazol-2-yl]acetate). The reactants are [BH4-], CC(C)(C)OC(=O)N1CCN(c2ccccc2C#N)CC1, C1CCOC1, O=C(O)C(F)(F)F, [Na+]. The product is CC(C)(C)OC(=O)N1CCN(c2ccccc2CN)CC1. Reaction SMILES: [BH4-:1].[C:10](=[O:11])([O:12][C:13]([CH3:14])([CH3:15])[CH3:16])[N:17]1[CH2:18][CH2:19][N:20]([c:23]2[c:24]([C:29]#[N:30])[cH:25][cH:26][cH:27][cH:28]2)[CH2:21][CH2:22]1.[CH2:31]1[O:32][CH2:33][CH2:34][CH2:35]1.[F:3][C:4]([F:5])([F:6])[C:7]([OH:8])=[O:9].[Na+:2]>>[C:10](=[O:11])([O:12][C:13]([CH3:14])([CH3:15])[CH3:16])[N:17]1[CH2:18][CH2:19][N:20]([c:23]2[c:24]([CH2:29][NH2:30])[cH:25][cH:26][cH:27][cH:28]2)[CH2:21][CH2:22]1. The reactants are C(C)O (ethanol), C(C1=CC=CC=C1)OC(=O)N[C@H](C(CC(=O)OCC)O[Si](C)(C)C(C)(C)C)C(C)C (ethyl (4S)-4-{[(benzyloxy)carbonyl]amino}-3-{[tert-butyl(dimethyl)silyl]oxy}-5-methylhexanoate), [Cl-].[Ca+2].[Cl-] (calcium chloride), [BH4-].[Na+] (sodium borohydride), ice water. Run in C1CCOC1 (THF), C(C)(=O)OCC (ethyl acetate). Product: [Si](C)(C)(C(C)(C)C)OC([C@H](C(C)C)NC(OCC1=CC=CC=C1)=O)CCO (benzyl ((1S)-2-{[tert-butyl(dimethyl)silyl]oxy}-4-hydroxy-1-isopropylbutyl)carbamate). The yield is 93.1%. Reaction SMILES: [CH2:1]([O:8][C:9]([NH:11][C@@H:12]([CH:28]([CH3:30])[CH3:29])[CH:13]([O:20][Si:21]([C:24]([CH3:27])([CH3:26])[CH3:25])([CH3:23])[CH3:22])[CH2:14][C:15](OCC)=[O:16])=[O:10])[C:2]1[CH:7]=[CH:6][CH:5]=[CH:4][CH:3]=1.[Cl-].[Ca+2].[Cl-].[BH4-].[Na+].C(O)C>C1COCC1.C(OCC)(=O)C>[Si:21]([O:20][CH:13]([CH2:14][CH2:15][OH:16])[C@@H:12]([NH:11][C:9](=[O:10])[O:8][CH2:1][C:2]1[CH:3]=[CH:4][CH:5]=[CH:6][CH:7]=1)[CH:28]([CH3:30])[CH3:29])([C:24]([CH3:27])([CH3:26])[CH3:25])([CH3:23])[CH3:22] |f:1.2.3,4.5|. Reported procedure: Under an argon atmosphere, to a suspension (303 mL) of ethyl (4S)-4-{[(benzyloxy)carbonyl]amino}-3-{[tert-butyl(dimethyl)silyl]oxy}-5-methylhexanoate (17.7 g), calcium chloride (6.73 g) and sodium borohydride (4.58 g) in dehydrated THF was added with stirring under ice-cooling dehydrated ethanol (152 mL), and the mixture was gradually warmed to room temperature and stirred for 15 hr. The reaction mixture was slowly poured into a mixture of ethyl acetate and ice water (containing 1 mol/L hydrochl... Reactants: C1CCOC1, CI, CCOC(=O)COc1ccc(C(=O)CCc2nc(-c3ccc(Cl)cc3Cl)oc2C(C)C)cc1C, [H-], [Na+]. The product is CCOC(=O)COc1ccc(C(=O)C(C)Cc2nc(-c3ccc(Cl)cc3Cl)oc2C(C)C)cc1C. Reaction SMILES: [CH2:39]1[O:40][CH2:41][CH2:42][CH2:43]1.[CH3:37][I:38].[Cl:1][c:2]1[c:3](-[c:9]2[o:10][c:11]([CH:32]([CH3:33])[CH3:34])[c:12]([CH2:14][CH2:15][C:16](=[O:17])[c:18]3[cH:19][c:20]([CH3:31])[c:21]([O:22][CH2:23][C:24](=[O:25])[O:26][CH2:27][CH3:28])[cH:29][cH:30]3)[n:13]2)[cH:4][cH:5][c:6]([Cl:8])[cH:7]1.[H-:35].[Na+:36]>>[Cl:1][c:2]1[c:3](-[c:9]2[o:10][c:11]([CH:32]([CH3:33])[CH3:34])[c:12]([CH2:14][CH:15]([C:16](=[O:17])[c:18]3[cH:19][c:20]([CH3:31])[c:21]([O:22][CH2:23][C:24](=[O:25])[O:26][CH2:27][CH3:28])[cH:29][cH:30]3)[CH3:37])[n:13]2)[cH:4][cH:5][c:6]([Cl:8])[cH:7]1. The reactants are NC1=C2C=CN=C(C2=CC=C1C)NC1=CC=C(C#N)C=C1 (4-(5-amino-6-methylisoquinolin-1-ylamino)benzonitrile), COC1=CC=C(CN2C3=NC=NC(=C3N=C2)C=2C(=NC=CC2)F)C=C1 (9-(4-methoxybenzyl)-6-(2-fluoropyridin-3-yl)-9H-purine), Cl (HCl), C(=O)(O)[O-].[Na+] (NaHCO3), C[Si](C)(C)[N-][Si](C)(C)C.[Li+] (lithium bis(trimethylsilyl)amide), crude product. Run in C1CCOC1 (THF). Run at time 30 minute. Yields the product COC1=CC=C(CN2C3=NC=NC(=C3N=C2)C=2C(=NC=CC2)NC2=C3C=CN=C(C3=CC=C2C)NC2=CC=C(C#N)C=C2)C=C1 (4-(5-(3-(9-(4-methoxybenzyl)-9H-purin-6-yl)pyridin-2-ylamino)-6-methylisoquinolin-1-ylamino)benzonitrile). As a reaction SMILES: [NH2:1][C:2]1[C:11]([CH3:12])=[CH:10][CH:9]=[C:8]2[C:3]=1[CH:4]=[CH:5][N:6]=[C:7]2[NH:13][C:14]1[CH:21]=[CH:20][C:17]([C:18]#[N:19])=[CH:16][CH:15]=1.[CH3:22][O:23][C:24]1[CH:46]=[CH:45][C:27]([CH2:28][N:29]2[CH:37]=[N:36][C:35]3[C:30]2=[N:31][CH:32]=[N:33][C:34]=3[C:38]2[C:39](F)=[N:40][CH:41]=[CH:42][CH:43]=2)=[CH:26][CH:25]=1.C[Si]([N-][Si](C)(C)C)(C)C.[Li+].Cl.C([O-])(O)=O.[Na+]>C1COCC1>[CH3:22][O:23][C:24]1[CH:25]=[CH:26][C:27]([CH2:28][N:29]2[CH:37]=[N:36][C:35]3[C:30]2=[N:31][CH:32]=[N:33][C:34]=3[C:38]2[C:39]([NH:1][C:2]3[C:11]([CH3:12])=[CH:10][CH:9]=[C:8]4[C:3]=3[CH:4]=[CH:5][N:6]=[C:7]4[NH:13][C:14]3[CH:21]=[CH:20][C:17]([C:18]#[N:19])=[CH:16][CH:15]=3)=[N:40][CH:41]=[CH:42][CH:43]=2)=[CH:45][CH:46]=1 |f:2.3,5.6|. Procedure details: A mixture of 4-(5-amino-6-methylisoquinolin-1-ylamino)benzonitrile (0.250 g, 0.91 mmol) and 9-(4-methoxybenzyl)-6-(2-fluoropyridin-3-yl)-9H-purine (0.34 g, 1.0 mmol) in anhydrous THF (20 mL) was treated dropwise with lithium bis(trimethylsilyl)amide (1.0 M solution in THF; 2.7 mlL, 2.7 mmol) to give a dark suspension. The suspension was sonicated for 2 min and then stirred at RT for 30 min. The reaction mixture was sonicated again for 2 min. The mixture was treated with 1N aq HCl (5 mL) and stir... The reactants are CNC=1C(=NS(N1)=O)OC (4-methylamino-3-methoxy-1,2,5-thiadiazole 1-oxide), N1(CCCCC1)CC=1C=NN(C1)OCCCN (3-(4-piperidinomethylpyrazol-1-yloxy)propylamine). Solvent: CO (methanol). Conditions: time 12 hour. The product is CNC=1C(=NS(N1)=O)NCCCON1N=CC(=C1)CN1CCCCC1 (4-Methylamino-3-[3-(4-piperidinomethylpyrazol-1-yloxy)propylamino]-1,2,5-thiadiazole 1-oxide). Isolated yield 74.1%. RXN SMILES: [CH3:1][NH:2][C:3]1[C:4](OC)=[N:5][S:6](=[O:8])[N:7]=1.[N:11]1([CH2:17][C:18]2[CH:19]=[N:20][N:21]([O:23][CH2:24][CH2:25][CH2:26][NH2:27])[CH:22]=2)[CH2:16][CH2:15][CH2:14][CH2:13][CH2:12]1>CO>[CH3:1][NH:2][C:3]1[C:4]([NH:27][CH2:26][CH2:25][CH2:24][O:23][N:21]2[CH:22]=[C:18]([CH2:17][N:11]3[CH2:16][CH2:15][CH2:14][CH2:13][CH2:12]3)[CH:19]=[N:20]2)=[N:5][S:6](=[O:8])[N:7]=1. Reported procedure: 2.4 g of 4-methylamino-3-methoxy-1,2,5-thiadiazole 1-oxide and 3.5 g of 3-(4-piperidinomethylpyrazol-1-yloxy)propylamine are dissolved in 50 ml of methanol, and the solution is left to stand at room temperature for 12 hours. The solution is then evaporated down and the residue is chromatographed over neutral Al2O3 (activity level III), using methylene chloride/3% strength methanol as the mobile phase. 4 g of the title compound are obtained, the product being crystallized from ethyl acetate. The reactants are O=C([O-])[O-], CI, [K+], [K+], CN(C)C=O, C=CCOCC1(c2ccc(F)cc2)NC(=O)N(c2ccc(C#N)c(C(F)(F)F)c2)C1=O. Yields the product C=CCOCC1(c2ccc(F)cc2)C(=O)N(c2ccc(C#N)c(C(F)(F)F)c2)C(=O)N1C. RXN SMILES: [C:1](=[O:2])([O-:3])[O-:4].[I:7][CH3:8].[K+:5].[K+:6].[O:40]=[CH:41][N:42]([CH3:43])[CH3:44].[O:9]=[C:10]1[N:11]([c:28]2[cH:29][c:30]([C:36]([F:37])([F:38])[F:39])[c:31]([C:32]#[N:33])[cH:34][cH:35]2)[C:12](=[O:27])[C:13]([CH2:15][O:16][CH2:17][CH:18]=[CH2:19])([c:20]2[cH:21][cH:22][c:23]([F:26])[cH:24][cH:25]2)[NH:14]1>>[CH3:1][N:14]1[C:10](=[O:9])[N:11]([c:28]2[cH:29][c:30]([C:36]([F:37])([F:38])[F:39])[c:31]([C:32]#[N:33])[cH:34][cH:35]2)[C:12](=[O:27])[C:13]1([CH2:15][O:16][CH2:17][CH:18]=[CH2:19])[c:20]1[cH:21][cH:22][c:23]([F:26])[cH:24][cH:25]1.